Dataset: the Open Reaction Database (ORD), a public repository of structured organic reaction records. Task: describe an organic reaction: reactants, conditions, products, and yield Reported procedure: A solution of 16 mmol (3.3 g) of the 2-methylbutyl p-hydroxybenzoate obtained in 1.(2) in a solvent mixture of 20 ml of THF (tetrahydrofuran) and 40 ml of pyridine was cooled, and to the solution was added dropwise a THF solution of 10 mmol (2/9 g) of the 4-carbobenzoxyoxybenzoyl chloride obtained in 1.(4). The temperature was gradually returned to room temperature, and then the mixture was stirred for 8 hours. After conclusion of the reaction, the reaction solution and purified by column chroma... As a reaction SMILES: [OH:1][C:2]1[CH:15]=[CH:14][C:5]([C:6]([O:8][CH2:9][CH:10]([CH3:13])[CH2:11][CH3:12])=[O:7])=[CH:4][CH:3]=1.N1C=CC=CC=1.[C:22]([O:32][C:33]1[CH:41]=[CH:40][C:36]([C:37](Cl)=[O:38])=[CH:35][CH:34]=1)([O:24][CH2:25][C:26]1[CH:31]=[CH:30][CH:29]=[CH:28][CH:27]=1)=[O:23]>O1CCCC1>[C:22]([O:32][C:33]1[CH:34]=[CH:35][C:36]([C:37]([O:1][C:2]2[CH:3]=[CH:4][C:5]([C:6]([O:8][CH2:9][CH:10]([CH3:13])[CH2:11][CH3:12])=[O:7])=[CH:14][CH:15]=2)=[O:38])=[CH:40][CH:41]=1)([O:24][CH2:25][C:26]1[CH:27]=[CH:28][CH:29]=[CH:30][CH:31]=1)=[O:23]. The reactants are OC1=CC=C(C(=O)OCC(CC)C)C=C1 (2-methylbutyl p-hydroxybenzoate), N1=CC=CC=C1 (pyridine), C(=O)(OCC1=CC=CC=C1)OC1=CC=C(C(=O)Cl)C=C1 (4-carbobenzoxyoxybenzoyl chloride). Conditions: time 8 hour. Yield: 62.7%. Product: C(=O)(OCC1=CC=CC=C1)OC1=CC=C(C(=O)OC2=CC=C(C(=O)OCC(CC)C)C=C2)C=C1 (2-methylbutyl 4-(4'-carbobenzoxyoxybenzoyloxy)benzoate). Solvent: O1CCCC1 (THF), O1CCCC1 (THF). Starting materials: COC1CC(c2ccc(C#N)cc2)C(OC)O1, CNC(=O)C(NC(=O)C(CC(=O)OCc1ccccc1)n1ccc(-c2ccccc2)c1)C(C)(C)C. The product is CNC(=O)C(NC(=O)C(CC(=O)OCc1ccccc1)n1ccc(-c2ccc(C#N)cc2)c1)C(C)(C)C. RXN SMILES: [C:36](#[N:37])[c:38]1[cH:39][cH:40][c:41]([CH:42]2[CH2:43][CH:44]([O:45][CH3:46])[O:47][CH:48]2[O:49][CH3:50])[cH:51][cH:52]1.[CH2:1]([c:2]1[cH:3][cH:4][cH:5][cH:6][cH:7]1)[O:8][C:9]([CH2:10][CH:11]([C:12](=[O:13])[NH:14][CH:15]([C:16]([CH3:17])([CH3:18])[CH3:19])[C:20]([NH:21][CH3:22])=[O:23])[n:24]1[cH:25][c:26](-[c:29]2[cH:30][cH:31][cH:32][cH:33][cH:34]2)[cH:27][cH:28]1)=[O:35]>>[CH2:1]([c:2]1[cH:3][cH:4][cH:5][cH:6][cH:7]1)[O:8][C:9]([CH2:10][CH:11]([C:12](=[O:13])[NH:14][CH:15]([C:16]([CH3:17])([CH3:18])[CH3:19])[C:20]([NH:21][CH3:22])=[O:23])[n:24]1[cH:25][c:26](-[c:29]2[cH:30][cH:31][c:32]([C:36]#[N:37])[cH:33][cH:34]2)[cH:27][cH:28]1)=[O:35]. The reactants are Nc1nc(C(=O)N2Cc3ccccc3C2)c2cc(-c3ccccc3C(=O)O)ccc2n1, COC(=O)C1CCCN1. Product: COC(=O)C1CCCN1C(=O)c1ccccc1-c1ccc2nc(N)nc(C(=O)N3Cc4ccccc4C3)c2c1. Reaction SMILES: [NH2:1][c:2]1[n:3][c:4]2[cH:5][cH:6][c:7](-[c:23]3[c:24]([C:25](=[O:26])[OH:27])[cH:28][cH:29][cH:30][cH:31]3)[cH:8][c:9]2[c:10]([C:12](=[O:13])[N:14]2[CH2:15][c:16]3[cH:17][cH:18][cH:19][cH:20][c:21]3[CH2:22]2)[n:11]1.[NH:32]1[CH:33]([C:37](=[O:38])[O:39][CH3:40])[CH2:34][CH2:35][CH2:36]1>>[NH2:1][c:2]1[n:3][c:4]2[cH:5][cH:6][c:7](-[c:23]3[c:24]([C:25](=[O:26])[N:32]4[CH:33]([C:37](=[O:38])[O:39][CH3:40])[CH2:34][CH2:35][CH2:36]4)[cH:28][cH:29][cH:30][cH:31]3)[cH:8][c:9]2[c:10]([C:12](=[O:13])[N:14]2[CH2:15][c:16]3[cH:17][cH:18][cH:19][cH:20][c:21]3[CH2:22]2)[n:11]1.